The task is: describe an organic reaction: reactants, conditions, products, and yield. This data is from the Open Reaction Database (ORD), a public repository of structured organic reaction records. Starting materials: CN, CN(C)C=O, Cn1c2cc(Cl)ncc2c(=O)n2nccc12. The product is CNc1cc2c(cn1)c(=O)n1nccc1n2C. RXN SMILES: [CH3:17][NH2:18].[CH3:19][N:20]([CH3:21])[CH:22]=[O:23].[Cl:1][c:2]1[cH:3][c:4]2[n:5]([CH3:16])[c:6]3[n:7]([c:8](=[O:12])[c:9]2[cH:10][n:11]1)[n:13][cH:14][cH:15]3>>[c:2]1([NH:18][CH3:17])[cH:3][c:4]2[n:5]([CH3:16])[c:6]3[n:7]([c:8](=[O:12])[c:9]2[cH:10][n:11]1)[n:13][cH:14][cH:15]3.